This data is from the Open Reaction Database (ORD), a public repository of structured organic reaction records. The task is: describe an organic reaction: reactants, conditions, products, and yield Starting materials: O=C([O-])[O-], CN(C)C=O, COc1cc(F)ccc1[N+](=O)[O-], [K+], [K+], C1CC2(CCN1)OCCO2, O. Product: COc1cc(N2CCC3(CC2)OCCO3)ccc1[N+](=O)[O-]. Reaction SMILES: [C:13](=[O:14])([O-:15])[O-:16].[CH3:19][N:20]([CH3:21])[CH:22]=[O:23].[F:1][c:2]1[cH:3][c:4]([O:11][CH3:12])[c:5]([N+:8](=[O:9])[O-:10])[cH:6][cH:7]1.[K+:17].[K+:18].[O:24]1[CH2:25][CH2:26][O:27][C:28]12[CH2:29][CH2:30][NH:31][CH2:32][CH2:33]2.[OH2:34]>>[c:2]1([N:31]2[CH2:30][CH2:29][C:28]3([O:24][CH2:25][CH2:26][O:27]3)[CH2:33][CH2:32]2)[cH:3][c:4]([O:11][CH3:12])[c:5]([N+:8](=[O:9])[O-:10])[cH:6][cH:7]1. The reactants are C(C)(C)(C)OC(=O)CNC(=NC1=NC=NC2=CC(=C(C=C12)OC)OCCN1CCOCC1)NC1=C(C=CC=C1C)C (N-(tert-butoxycarbonylmethyl)-N′-(2,6-dimethylphenyl)-N″-[6-methoxy-7-(2-morpholinoethoxy)quinazolin-4-yl]guanidine), FC(C(=O)O)(F)F (trifluoroacetic acid). Yields the product C(=O)(O)CNC(=NC1=NC=NC2=CC(=C(C=C12)OC)OCCN1CCOCC1)NC1=C(C=CC=C1C)C (N-carboxymethyl-N′-(2,6-dimethylphenyl)-N″-[6-methoxy-7-(2-morpholinoethoxy)quinazolin-4-yl]guanidine). Isolated yield 74.0%. Reaction SMILES: C([O:5][C:6]([CH2:8][NH:9][C:10]([NH:33][C:34]1[C:39]([CH3:40])=[CH:38][CH:37]=[CH:36][C:35]=1[CH3:41])=[N:11][C:12]1[C:21]2[C:16](=[CH:17][C:18]([O:24][CH2:25][CH2:26][N:27]3[CH2:32][CH2:31][O:30][CH2:29][CH2:28]3)=[C:19]([O:22][CH3:23])[CH:20]=2)[N:15]=[CH:14][N:13]=1)=[O:7])(C)(C)C.FC(F)(F)C(O)=O>>[C:6]([CH2:8][NH:9][C:10]([NH:33][C:34]1[C:39]([CH3:40])=[CH:38][CH:37]=[CH:36][C:35]=1[CH3:41])=[N:11][C:12]1[C:21]2[C:16](=[CH:17][C:18]([O:24][CH2:25][CH2:26][N:27]3[CH2:28][CH2:29][O:30][CH2:31][CH2:32]3)=[C:19]([O:22][CH3:23])[CH:20]=2)[N:15]=[CH:14][N:13]=1)([OH:7])=[O:5]. Procedure: Using an analogous procedure to that described in Example 4, N-(tert-butoxycarbonylmethyl)-N′-(2,6-dimethylphenyl)-N″-[6-methoxy-7-(2-morpholinoethoxy)quinazolin-4-yl]guanidine was reacted with trifluoroacetic acid to give the title compound in 74% yield; NMR Spectrum: (DMSOd6, 100° C.) 2.17 (s, 6H), 3.27 (t, 4H), 3.5 (t, 2H), 3.6 (s, 3H), 3.8 (t, 4H), 4.48 (m, 4H), 7.15 (s, 1H), 7.2 (d, 2H), 7.26 (t, 2H), 8.7 (s, 1H); Mass Spectrum: M+H+ 509. Reactants: CNC1=CC=CC(NC)(C(=O)Cl)C1, CC(C)NCC(=O)c1ccc(O)c(O)c1, Cl. Yields the product CNC1=CC=CC(NC)(C(=O)Oc2ccc(C(=O)CNC(C)C)cc2O)C1. RXN SMILES: [CH3:17][NH:18][C:19]1([C:20](=[O:21])[Cl:22])[CH2:23][C:24]([NH:28][CH3:29])=[CH:25][CH:26]=[CH:27]1.[CH:2]([CH3:3])([CH3:4])[NH:5][CH2:6][C:7](=[O:8])[c:9]1[cH:10][c:11]([OH:16])[c:12]([OH:15])[cH:13][cH:14]1.[ClH:1]>>[CH:2]([CH3:3])([CH3:4])[NH:5][CH2:6][C:7](=[O:8])[c:9]1[cH:10][c:11]([OH:16])[c:12]([O:15][C:20]([C:19]2([NH:18][CH3:17])[CH2:23][C:24]([NH:28][CH3:29])=[CH:25][CH:26]=[CH:27]2)=[O:21])[cH:13][cH:14]1. Reactants: COc1cc(N)cc(OC)c1OC, CC(=O)OI1(OC(C)=O)(OC(C)=O)OC(=O)c2ccccc21, O=C(Cl)C(=O)Cl, ClCCl, O=C(O)CC1CCC(=O)C1, c1ccncc1. The product is COc1cc(NC(=O)CC2CCC(=O)C2)cc(OC)c1OC. RXN SMILES: [CH3:17][O:18][c:19]1[cH:20][c:21]([NH2:22])[cH:23][c:24]([O:28][CH3:29])[c:25]1[O:26][CH3:27].[CH3:39][C:40]([O:41][I:42]1([O:52][C:53]([CH3:54])=[O:55])([O:56][C:57]([CH3:58])=[O:59])[c:43]2[c:44]([cH:45][cH:46][cH:47][cH:48]2)[C:49](=[O:50])[O:51]1)=[O:60].[Cl:11][C:12]([C:13]([Cl:14])=[O:15])=[O:16].[Cl:36][CH2:37][Cl:38].[O:1]=[C:2]1[CH2:3][CH:4]([CH2:7][C:8](=[O:9])[OH:10])[CH2:5][CH2:6]1.[cH:30]1[cH:31][cH:32][n:33][cH:34][cH:35]1>>[O:1]=[C:2]1[CH2:3][CH:4]([CH2:7][C:8](=[O:10])[NH:22][c:21]2[cH:20][c:19]([O:18][CH3:17])[c:25]([O:26][CH3:27])[c:24]([O:28][CH3:29])[cH:23]2)[CH2:5][CH2:6]1. Starting materials: 2.1, NC1=CC=C(C=C1)N1C(CCCC1)=O (1-(4-aminophenyl)piperidin-2-one), COC1=CC=C(C=C1)P1(SP(S1)(C1=CC=C(C=C1)OC)=S)=S (2,4-bis(4-methoxyphenyl)-1,3,2,4-dithiadiphosphetane 2,4-disulfide). The solvent is C1(=CC=CC=C1)C (toluene). Run at time 45 minute. The product is NC1=CC=C(C=C1)N1C(CCCC1)=S (1-(4-aminophenyl)piperidine-2-thione). RXN SMILES: [NH2:1][C:2]1[CH:7]=[CH:6][C:5]([N:8]2[CH2:13][CH2:12][CH2:11][CH2:10][C:9]2=O)=[CH:4][CH:3]=1.COC1C=CC(P2(=S)SP(=S)(C3C=CC(OC)=CC=3)[S:24]2)=CC=1>C1(C)C=CC=CC=1>[NH2:1][C:2]1[CH:7]=[CH:6][C:5]([N:8]2[CH2:13][CH2:12][CH2:11][CH2:10][C:9]2=[S:24])=[CH:4][CH:3]=1. Reported procedure: 2.1 15 g (78.8 mmol) of 1-(4-aminophenyl)piperidin-2-one are heated to the boil together with 16.0 g (39.5 mmol) of 2,4-bis(4-methoxyphenyl)-1,3,2,4-dithiadiphosphetane 2,4-disulfide (Lawesson's reagent) in 100 ml of anhydrous toluene. After 45 minutes, the solvent is evaporated, and the residue is taken up in dichloromethane and 2 N HCl. The aqueous phase is extracted three times with dichloromethane and adjusted to a pH of 12 using conc. NaOH. Extraction with dichloromethane, drying over sodiu...